This data is from the Open Reaction Database (ORD), a public repository of structured organic reaction records. The task is: describe an organic reaction: reactants, conditions, products, and yield Starting materials: O (water), ClC(=C[C@@H]1C([C@H]1C(=O)Cl)(C)C)C(F)(F)F (trans-3-[2-chloro-3,3,3-trifluoropropenyl]-2,2-dimethylcyclopropanecarbonyl chloride), O(C1=CC=CC=C1)C=1C=C(CO)C=CC1 (3-phenoxybenzyl alcohol), N1=CC=CC=C1 (pyridine). The product is ClC(=C[C@@H]1C([C@H]1C(=O)OCC1=CC(=CC=C1)OC1=CC=CC=C1)(C)C)C(F)(F)F (3-Phenoxybenzyl Trans-3-[2-Chloro-3,3,3-Trifluoropropenyl]-2,2-Dimethylcyclopropanecarboxylate). Solvent: C(Cl)Cl (methylene chloride), C(Cl)Cl (methylene chloride). Conditions: time 3 hour. Procedure: To a stirred solution of 1.8 g (0.007 mole) of trans-3-[2-chloro-3,3,3-trifluoropropenyl]-2,2-dimethylcyclopropanecarbonyl chloride in 10 ml of methylene chloride at ambient temperature was added a solution of 1.6 g (0.008 mole) of 3-phenoxybenzyl alcohol and 0.73 g (0.009 mole) of pyridine in 5 ml of methylene chloride. Upon complete addition the reaction mixture was stirred at ambient temperature for 3 hours, then poured into 50 ml of water. The organic layer was separated, and the aqueous lay... As a reaction SMILES: [Cl:1][C:2]([C:12]([F:15])([F:14])[F:13])=[CH:3][C@H:4]1[C@H:6]([C:7](Cl)=[O:8])[C:5]1([CH3:11])[CH3:10].[O:16]([C:23]1[CH:24]=[C:25]([CH:28]=[CH:29][CH:30]=1)[CH2:26][OH:27])[C:17]1[CH:22]=[CH:21][CH:20]=[CH:19][CH:18]=1.N1C=CC=CC=1.O>C(Cl)Cl>[Cl:1][C:2]([C:12]([F:15])([F:14])[F:13])=[CH:3][C@H:4]1[C@H:6]([C:7]([O:27][CH2:26][C:25]2[CH:28]=[CH:29][CH:30]=[C:23]([O:16][C:17]3[CH:22]=[CH:21][CH:20]=[CH:19][CH:18]=3)[CH:24]=2)=[O:8])[C:5]1([CH3:11])[CH3:10]. Reactants: CCO, CC(C)=O, O=C1Nc2cccnc2N(C(=O)Cl)c2ccccc21, C1CNCC(CCCN2CCOCC2)C1, O. Yields the product O=C1Nc2cccnc2N(C(=O)N2CCCC(CCCN3CCOCC3)C2)c2ccccc21, Cl. As a reaction SMILES: [CH2:40]([OH:41])[CH3:42].[CH3:35][C:36]([CH3:37])=[O:38].[Cl:1][C:2](=[O:3])[N:4]1[c:5]2[c:6]([cH:16][cH:17][cH:18][n:19]2)[NH:7][C:8](=[O:15])[c:9]2[c:10]1[cH:11][cH:12][cH:13][cH:14]2.[O:20]1[CH2:21][CH2:22][N:23]([CH2:26][CH2:27][CH2:28][CH:29]2[CH2:30][NH:31][CH2:32][CH2:33][CH2:34]2)[CH2:24][CH2:25]1.[OH2:39]>>[C:2](=[O:3])([N:4]1[c:5]2[c:6]([cH:16][cH:17][cH:18][n:19]2)[NH:7][C:8](=[O:15])[c:9]2[c:10]1[cH:11][cH:12][cH:13][cH:14]2)[N:31]1[CH2:30][CH:29]([CH2:28][CH2:27][CH2:26][N:23]2[CH2:22][CH2:21][O:20][CH2:25][CH2:24]2)[CH2:34][CH2:33][CH2:32]1.[ClH:1]. Starting materials: CO, COC(=O)c1cc(O)c(Br)c2c1CC(C)(C)O2. Yields the product COC(=O)c1cc(O)cc2c1CC(C)(C)O2. RXN SMILES: [CH3:18][OH:19].[CH3:1][O:2][C:3](=[O:4])[c:5]1[cH:6][c:7]([OH:17])[c:8]([Br:16])[c:9]2[c:10]1[CH2:11][C:12]([CH3:14])([CH3:15])[O:13]2>>[CH3:1][O:2][C:3](=[O:4])[c:5]1[cH:6][c:7]([OH:17])[cH:8][c:9]2[c:10]1[CH2:11][C:12]([CH3:14])([CH3:15])[O:13]2.